From a dataset of the Open Reaction Database (ORD), a public repository of structured organic reaction records. describe an organic reaction: reactants, conditions, products, and yield RXN SMILES: Br[C:2]1[CH:7]=[C:6]([Br:8])[CH:5]=[C:4]([Br:9])[CH:3]=1.[Mg].CN([CH:14]=[O:15])C>C1COCC1.C(Cl)Cl>[Br:9][C:4]1[CH:3]=[C:2]([CH:7]=[C:6]([Br:8])[CH:5]=1)[CH:14]=[O:15]. Reported procedure: A mixture of 15.7 g (50 mmoles) of 1,3,5-tribromobenzene and 1.344 g (56 mmoles) of magnesium in 200 mL of THF was stirred 5 hrs. At room temperature 7.5 mL (100 mmoles) of DMF was then added at 0° and the reaction mixture was stirred overnight. Solvent was removed in vacuo at room temperature the residue was taken up in 200 mL of ethyl acetate and washed with 6×50 mL of satd. sodium chloride soln. The organic phase was dried over anhyd. MgSO4. Solvent was removed to give a crude solid, which wa... Run in C(Cl)Cl (methylene chloride), C1CCOC1 (THF). The reactants are BrC1=CC(=CC(=C1)Br)Br (1,3,5-tribromobenzene), [Mg] (magnesium), CN(C)C=O (DMF). Yields the product BrC=1C=C(C=O)C=C(C1)Br (3,5-dibromobenzaldehyde). Conditions: time 5 hour. The reactants are ClC1=CC=C(C=C1)S (4-chloro-benzenethiol), BrC1=C(C=CC(=C1)F)I (2-bromo-4-fluoro-1-iodo-benzene). Yields the product BrC1=C(C=CC(=C1)F)SC1=CC=C(C=C1)Cl (1-Bromo-2-(4-chloro-phenylsulfanyl)-5-fluoro-benzene). As a reaction SMILES: [Cl:1][C:2]1[CH:7]=[CH:6][C:5]([SH:8])=[CH:4][CH:3]=1.[Br:9][C:10]1[CH:15]=[C:14]([F:16])[CH:13]=[CH:12][C:11]=1I>>[Br:9][C:10]1[CH:15]=[C:14]([F:16])[CH:13]=[CH:12][C:11]=1[S:8][C:5]1[CH:6]=[CH:7][C:2]([Cl:1])=[CH:3][CH:4]=1. Reported procedure: Prepared from 4-chloro-benzenethiol and 2-bromo-4-fluoro-1-iodo-benzene. The reactants are COc1cc(C)c(Br)cc1C(=O)NC1(c2ccccn2)CC1, O=C([O-])[O-], ClCCl, [Cs+], [Cs+], CNC(=O)c1c(-c2ccc(F)cc2)oc2ccc(B3OC(C)(C)C(C)(C)O3)cc12, C1COCCO1, O, c1ccc(P(c2ccccc2)(c2ccccc2)[Pd](P(c2ccccc2)(c2ccccc2)c2ccccc2)(P(c2ccccc2)(c2ccccc2)c2ccccc2)P(c2ccccc2)(c2ccccc2)c2ccccc2)cc1. The product is CNC(=O)c1c(-c2ccc(F)cc2)oc2ccc(-c3cc(C(=O)NC4(c5ccccn5)CC4)c(OC)cc3C)cc12. As a reaction SMILES: [Br:1][c:2]1[c:3]([CH3:22])[cH:4][c:5]([O:20][CH3:21])[c:6]([C:7](=[O:8])[NH:9][C:10]2([c:13]3[n:14][cH:15][cH:16][cH:17][cH:18]3)[CH2:11][CH2:12]2)[cH:19]1.[C:58](=[O:59])([O-:60])[O-:61].[Cl:64][CH2:65][Cl:66].[Cs+:62].[Cs+:63].[F:29][c:30]1[cH:31][cH:32][c:33](-[c:36]2[o:37][c:38]3[c:39]([c:40]2[C:41](=[O:42])[NH:43][CH3:44])[cH:45][c:46]([B:49]2[O:50][C:51]([CH3:52])([CH3:53])[C:54]([CH3:55])([CH3:56])[O:57]2)[cH:47][cH:48]3)[cH:34][cH:35]1.[O:23]1[CH2:24][CH2:25][O:26][CH2:27][CH2:28]1.[OH2:144].[cH:67]1[cH:68][cH:69][c:70]([P:71]([Pd:72]([P:73]([c:74]2[cH:75][cH:76][cH:77][cH:78][cH:79]2)([c:80]2[cH:81][cH:82][cH:83][cH:84][cH:85]2)[c:86]2[cH:87][cH:88][cH:89][cH:90][cH:91]2)([P:92]([c:93]2[cH:94][cH:95][cH:96][cH:97][cH:98]2)([c:99]2[cH:100][cH:101][cH:102][cH:103][cH:104]2)[c:105]2[cH:106][cH:107][cH:108][cH:109][cH:110]2)[P:111]([c:112]2[cH:113][cH:114][cH:115][cH:116][cH:117]2)([c:118]2[cH:119][cH:120][cH:121][cH:122][cH:123]2)[c:124]2[cH:125][cH:126][cH:127][cH:128][cH:129]2)([c:130]2[cH:131][cH:132][cH:133][cH:134][cH:135]2)[c:136]2[cH:137][cH:138][cH:139][cH:140][cH:141]2)[cH:142][cH:143]1>>[c:2]1(-[c:46]2[cH:45][c:39]3[c:38]([o:37][c:36](-[c:33]4[cH:32][cH:31][c:30]([F:29])[cH:35][cH:34]4)[c:40]3[C:41](=[O:42])[NH:43][CH3:44])[cH:48][cH:47]2)[c:3]([CH3:22])[cH:4][c:5]([O:20][CH3:21])[c:6]([C:7](=[O:8])[NH:9][C:10]2([c:13]3[n:14][cH:15][cH:16][cH:17][cH:18]3)[CH2:11][CH2:12]2)[cH:19]1. The reactants are CC(C)CCCCCCCl, CN1CCCC1=O, COC(=O)C=Cc1ccc(O)cc1, CO, CCCC[N+](CCCC)(CCCC)CCCC, [Cl-]. Yields the product COC(=O)C=Cc1ccc(OCCCCCCC(C)C)cc1. Reaction SMILES: [CH2:21]([CH2:22][CH2:23][CH2:24][CH2:25][CH2:26][CH:27]([CH3:28])[CH3:29])[Cl:30].[CH3:14][N:15]1[CH2:16][CH2:17][CH2:18][C:19]1=[O:20].[CH3:1][O:2][C:3]([CH:4]=[CH:5][c:6]1[cH:7][cH:8][c:9]([OH:12])[cH:10][cH:11]1)=[O:13].[CH3:31][OH:32].[CH3:34][CH2:35][CH2:36][CH2:37][N+:38]([CH2:39][CH2:40][CH2:41][CH3:42])([CH2:43][CH2:44][CH2:45][CH3:46])[CH2:47][CH2:48][CH2:49][CH3:50].[Cl-:33]>>[CH3:1][O:2][C:3]([CH:4]=[CH:5][c:6]1[cH:7][cH:8][c:9]([O:12][CH2:21][CH2:22][CH2:23][CH2:24][CH2:25][CH2:26][CH:27]([CH3:28])[CH3:29])[cH:10][cH:11]1)=[O:13]. Starting materials: CCO, C(=CN1CCCC1)Cc1ccc2sc3ccccc3c2c1. The product is c1ccc2c(c1)sc1ccc(CCCN3CCCC3)cc12. Reaction SMILES: [CH3:22][CH2:23][OH:24].[N:1]1([CH:6]=[CH:7][CH2:8][c:9]2[cH:10][c:11]3[c:12]([s:13][c:14]4[c:15]3[cH:16][cH:17][cH:18][cH:19]4)[cH:20][cH:21]2)[CH2:2][CH2:3][CH2:4][CH2:5]1>>[N:1]1([CH2:6][CH2:7][CH2:8][c:9]2[cH:10][c:11]3[c:12]([s:13][c:14]4[c:15]3[cH:16][cH:17][cH:18][cH:19]4)[cH:20][cH:21]2)[CH2:2][CH2:3][CH2:4][CH2:5]1. The reactants are [N+](=O)([O-])C1CC2(C(N3CCC4=C(C13S2)SC=C4)=O)C4=CC=CC=C4 (4,5,9,10-tetrahydro-10-nitro-8-phenyl-8,10a-epithio-10aH-thieno[2,3-a]quinolizin-7(8H)-one), C[O-].[Na+] (sodium methylate). The solvent is CO (methanol). Yields the product [N+](=O)([O-])C=1C=C(C(N2CCC3=C(C12)SC=C3)=O)C3=CC=CC=C3 (4,5-dihydro-10-nitro-8-phenyl-7H-thieno[2,3-a]quinolizin-7-one). Reaction SMILES: [N+:1]([CH:4]1[C:13]23S[C:6]([C:19]4[CH:24]=[CH:23][CH:22]=[CH:21][CH:20]=4)([C:7](=[O:18])[N:8]2[CH2:9][CH2:10][C:11]2[CH:17]=[CH:16][S:15][C:12]=23)[CH2:5]1)([O-:3])=[O:2].C[O-].[Na+]>CO>[N+:1]([C:4]1[CH:5]=[C:6]([C:19]2[CH:24]=[CH:23][CH:22]=[CH:21][CH:20]=2)[C:7](=[O:18])[N:8]2[C:13]=1[C:12]1[S:15][CH:16]=[CH:17][C:11]=1[CH2:10][CH2:9]2)([O-:3])=[O:2] |f:1.2|. Procedure details: 1.58 g of 4,5,9,10-tetrahydro-10-nitro-8-phenyl-8,10a-epithio-10aH-thieno[2,3-a]quinolizin-7(8H)-one were heated slowly together with 2 equivalents of sodium methylate in 30 ml of methanol. After the reaction ceases, the mixture was heated under reflux for an additional 2 hours, whereupon the solvent was removed by distillation and the residue was chromatographed on silica gel with toluene/acetone (9:1). There was obtained 4,5-dihydro-10-nitro-8-phenyl-7H-thieno[2,3-a]quinolizin-7-one of m.p. 18...